Dataset: the Open Reaction Database (ORD), a public repository of structured organic reaction records. Task: describe an organic reaction: reactants, conditions, products, and yield Solvent: O (water), C(C)OCC (diethyl ether). Conditions: time 8 hour. RXN SMILES: [C:1]([NH:5][CH:6]1[CH2:15][CH2:14][C:13]2[C:8](=[CH:9][CH:10]=[C:11]([O:16][CH3:17])[CH:12]=2)[CH2:7]1)(=[O:4])[CH2:2][CH3:3].FC(F)(F)C(O)=O.[N+:25]([O-])([OH:27])=[O:26]>O.C(OCC)C>[C:1]([NH:5][CH:6]1[CH2:15][CH2:14][C:13]2[C:8](=[CH:9][CH:10]=[C:11]([O:16][CH3:17])[C:12]=2[N+:25]([O-:27])=[O:26])[CH2:7]1)(=[O:4])[CH2:2][CH3:3]. Reported procedure: 12.2 g of 2-propanoylamino-6-methoxy-1,2,3,4-tetrahydronaphthalene are introduced into 100 ml of trifluoroacetic acid, and 3 ml of nitric acid (d=1.49) are added dropwise thereto. Stirring is continued for 8 hours and the mixture is then taken up in water and diethyl ether. To separate the nitro isomers, the mixture is subjected to chromatography under pressure, on a silica column, elution being carried out with an 8/2 methylene chloride/ethyl acetate mixture. 5 g of the isomer nitrated in the 7... Product: C(CC)(=O)NC1CC2=CC=C(C(=C2CC1)[N+](=O)[O-])OC (2-Propanoylamino-5-nitro-6-methoxy-1,2,3,4-tetrahydronaphthalene). The reactants are C(CC)(=O)NC1CC2=CC=C(C=C2CC1)OC (2-propanoylamino-6-methoxy-1,2,3,4-tetrahydronaphthalene), FC(C(=O)O)(F)F (trifluoroacetic acid), [N+](=O)(O)[O-] (nitric acid). Starting materials: NC(Cc1ccccc1)C(=O)N1CCC(Oc2ccc(F)c(F)c2)CC1, ClCCl, O=S(=O)(Cl)c1ccc(-c2ccccn2)s1. Yields the product O=C(C(Cc1ccccc1)NS(=O)(=O)c1ccc(-c2ccccn2)s1)N1CCC(Oc2ccc(F)c(F)c2)CC1. Reaction SMILES: [CH2:16]([c:17]1[cH:18][cH:19][cH:20][cH:21][cH:22]1)[CH:23]([C:24](=[O:25])[N:26]1[CH2:27][CH2:28][CH:29]([O:32][c:33]2[cH:34][c:35]([F:40])[c:36]([F:39])[cH:37][cH:38]2)[CH2:30][CH2:31]1)[NH2:41].[Cl:42][CH2:43][Cl:44].[n:1]1[c:2](-[c:7]2[cH:8][cH:9][c:10]([S:12](=[O:13])(=[O:14])[Cl:15])[s:11]2)[cH:3][cH:4][cH:5][cH:6]1>>[n:1]1[c:2](-[c:7]2[cH:8][cH:9][c:10]([S:12](=[O:13])(=[O:14])[NH:41][CH:23]([CH2:16][c:17]3[cH:18][cH:19][cH:20][cH:21][cH:22]3)[C:24](=[O:25])[N:26]3[CH2:27][CH2:28][CH:29]([O:32][c:33]4[cH:34][c:35]([F:40])[c:36]([F:39])[cH:37][cH:38]4)[CH2:30][CH2:31]3)[s:11]2)[cH:3][cH:4][cH:5][cH:6]1. The product is ON=Cc1csc2ccccc12. As a reaction SMILES: [CH3:21][CH2:22][OH:23].[ClH:12].[NH2:13][OH:14].[cH:15]1[cH:16][cH:17][n:18][cH:19][cH:20]1.[s:1]1[cH:2][c:3]([CH:10]=[O:11])[c:4]2[c:5]1[cH:6][cH:7][cH:8][cH:9]2>>[s:1]1[cH:2][c:3]([CH:10]=[N:13][OH:14])[c:4]2[c:5]1[cH:6][cH:7][cH:8][cH:9]2. Starting materials: CCO, Cl, NO, c1ccncc1, O=Cc1csc2ccccc12. Reactants: NC[C@@]1([C@H]2C=CC[C@]2(C1)C)CC(=O)OC(C)(C)C (Tert-butyl(±)-[(1S,5S,6R)-6-(aminomethyl)-1-methylbicyclo[3.2.0]hept-3-en-6-yl]acetate). The solvent is Cl.C(C)(=O)OCC (hydrochloric acid ethyl acetate). Reaction conditions: time 2 hour. The product is NC[C@@]1([C@@H]2C=CC[C@]2(C1)C)CC(=O)O ((±)-[(1S,5R,6R)-6-(aminomethyl)-1-methylbicyclo[3.2.0]hept-3-en-6-yl]acetic acid). Yield: 46.9%. As a reaction SMILES: [NH2:1][CH2:2][C@@:3]1([CH2:11][C:12]([O:14]C(C)(C)C)=[O:13])[CH2:9][C@@:8]2([CH3:10])[C@@H:4]1[CH:5]=[CH:6][CH2:7]2>Cl.C(OCC)(=O)C>[NH2:1][CH2:2][C@@:3]1([CH2:11][C:12]([OH:14])=[O:13])[CH2:9][C@@:8]2([CH3:10])[C@H:4]1[CH:5]=[CH:6][CH2:7]2 |f:1.2|. Procedure: Tert-butyl(±)-[(1S,5S,6R)-6-(aminomethyl)-1-methylbicyclo[3.2.0]hept-3-en-6-yl]acetate (0.90 g, 3.6 mmol) was dissolved in a 4 N hydrochloric acid-ethyl acetate solution (20 mL), and the solution was stirred at room temperature for 2 hours. Then, the solvent was distilled off under reduced pressure. The residue was suspended by the addition of dichloromethane. To the suspension, triethylamine was then added dropwise, and the resulting powder was collected by filtration. The obtained powder was w... The reactants are COCCOC, CCO, O=C(c1cccc([N+](=O)[O-])c1)c1cc(I)ccc1F, [Na+], [Na+], O=C([O-])[O-], Cl[Pd]Cl, c1ccc(P(c2ccccc2)c2ccccc2)cc1, c1ccc(P(c2ccccc2)c2ccccc2)cc1, OB(O)c1ccncc1. Yields the product O=C(c1cccc([N+](=O)[O-])c1)c1cc(-c2ccncc2)ccc1F. As a reaction SMILES: [CH2:29]([CH2:30][O:31][CH3:32])[O:33][CH3:34].[CH3:82][CH2:83][OH:84].[F:1][c:2]1[c:3]([C:9](=[O:10])[c:11]2[cH:12][c:13]([N+:17](=[O:18])[O-:19])[cH:14][cH:15][cH:16]2)[cH:4][c:5]([I:8])[cH:6][cH:7]1.[Na+:35].[Na+:36].[O-:37][C:38](=[O:39])[O-:40].[Pd:41]([Cl:42])[Cl:43].[c:44]1([P:45]([c:46]2[cH:47][cH:48][cH:49][cH:50][cH:51]2)[c:52]2[cH:53][cH:54][cH:55][cH:56][cH:57]2)[cH:58][cH:59][cH:60][cH:61][cH:62]1.[c:63]1([P:64]([c:65]2[cH:66][cH:67][cH:68][cH:69][cH:70]2)[c:71]2[cH:72][cH:73][cH:74][cH:75][cH:76]2)[cH:77][cH:78][cH:79][cH:80][cH:81]1.[n:20]1[cH:21][cH:22][c:23]([B:26]([OH:27])[OH:28])[cH:24][cH:25]1>>[F:1][c:2]1[c:3]([C:9](=[O:10])[c:11]2[cH:12][c:13]([N+:17](=[O:18])[O-:19])[cH:14][cH:15][cH:16]2)[cH:4][c:5](-[c:23]2[cH:22][cH:21][n:20][cH:25][cH:24]2)[cH:6][cH:7]1.